describe an organic reaction: reactants, conditions, products, and yield From a dataset of the Open Reaction Database (ORD), a public repository of structured organic reaction records. Starting materials: C(C)(=O)Cl (acetyl chloride), CO (methanol), N1N=CC(=C1)C(=O)O (4-pyrazolecarboxylic acid). Yields the product Cl.N1N=C(C=C1)C(=O)OC (Methyl 3-pyrazolecarboxylate hydrochloride). Isolated yield 90.0%. As a reaction SMILES: [C:1]([Cl:4])(=[O:3])C.[NH:5]1[CH:9]=[C:8](C(O)=O)[CH:7]=[N:6]1.[CH3:13][OH:14]>>[ClH:4].[NH:6]1[CH:7]=[CH:8][C:9]([C:13]([O:3][CH3:1])=[O:14])=[N:5]1 |f:3.4|. Procedure details: 10 mL of methanol at 0° C. was treated dropwise with 1 mL acetyl chloride, followed by addition of 2.0 g (17.84 mmol) of 4-pyrazolecarboxylic acid, followed by warming the mixture at reflux for 18 h. The solution was cooled and concentrated in vacuo to afford 2.6 g (90%) of the title compound as a white solid. 1H NMR (CD3OD) δ 8.25, 3.86. Starting materials: C1(=CC=C(C=C1)S(=O)(=O)C#N)C (p-toluenesulfonyl cyanide), C(C)(C)[N-]C(C)C.[Li+] (Lithium diisopropyl amide), solution, ClC1=CC=C(C=C1)N1C(=NC(=C1)C(=O)OC(C)(C)C)C1=C(C=C(C=C1)Cl)Cl (tert-butyl 1-(4-chlorophenyl)-2-(2,4-dichlorophenyl)-1H-imidazole-4-carboxylate), C(C)OCC (Diethyl ether). The solvent is C1CCOC1 (THF), C1CCOC1 (THF), C1CCOC1 (THF). Conditions: time 1 hour. Product: ClC1=CC=C(C=C1)N1C(=NC(=C1C#N)C(=O)OC(C)(C)C)C1=C(C=C(C=C1)Cl)Cl (tert-butyl 1-(4-chlorophenyl)-5-cyano-2-(2,4-dichlorophenyl)-1H-imidazole-4-carboxylate). As a reaction SMILES: [CH:1]([N-:4]C(C)C)(C)C.[Li+].[Cl:9][C:10]1[CH:15]=[CH:14][C:13]([N:16]2[CH:20]=[C:19]([C:21]([O:23][C:24]([CH3:27])([CH3:26])[CH3:25])=[O:22])[N:18]=[C:17]2[C:28]2[CH:33]=[CH:32][C:31]([Cl:34])=[CH:30][C:29]=2[Cl:35])=[CH:12][CH:11]=1.C1(C)C=CC(S(C#N)(=O)=O)=CC=1.C(OCC)C>C1COCC1>[Cl:9][C:10]1[CH:15]=[CH:14][C:13]([N:16]2[C:20]([C:1]#[N:4])=[C:19]([C:21]([O:23][C:24]([CH3:25])([CH3:26])[CH3:27])=[O:22])[N:18]=[C:17]2[C:28]2[CH:33]=[CH:32][C:31]([Cl:34])=[CH:30][C:29]=2[Cl:35])=[CH:12][CH:11]=1 |f:0.1|. Procedure details: Lithium diisopropyl amide (LDA) (5.25 mL of a 2 M solution in THF, 0.0105 mol) is added dropwise to a cooled solution (−70° C.) of tert-butyl 1-(4-chlorophenyl)-2-(2,4-dichlorophenyl)-1H-imidazole-4-carboxylate (4.24 gram, 0.010 mol) in anhydrous THF (80 mL) in a nitrogen atmosphere and the resulting mixture is stirred for one hour. A solution of p-toluenesulfonyl cyanide (1.88 gram, 0.011 mol) in anhydrous THF (20 mL) is added dropwise and the resulting red solution is stirred for one hour at −... The reactants are [CH3], CC1Cc2cc([N+](=O)[O-])cc([N+](=O)[O-])c2O1, N, O. Product: CC(O)Cc1cc([N+](=O)[O-])cc([N+](=O)[O-])c1N. As a reaction SMILES: [CH3:18].[N+:1](=[O:2])([O-:3])[c:4]1[cH:5][c:6]([N+:14](=[O:15])[O-:16])[c:7]2[c:8]([cH:13]1)[CH2:9][CH:10]([CH3:12])[O:11]2.[NH3:17].[OH2:19]>>[N+:1](=[O:2])([O-:3])[c:4]1[cH:5][c:6]([N+:14](=[O:15])[O-:16])[c:7]([NH2:17])[c:8]([CH2:9][CH:10]([OH:11])[CH3:12])[cH:13]1. The reactants are O1[C@H](C1)COC=1C=CC2=C(N=C(S2)C)C1 (5-[((2R)oxiran-2-yl)methoxy]-2-methylbenzothiazole), N1CCC(CC1)=O (piperidin-4-one), [Cl-] (chloride), C(C)(C)N(CC)C(C)C (diisopropylethylamine). Solvent: C(C)O (ethanol). Product: O[C@H](CN1CCC(CC1)=O)COC=1C=CC2=C(N=C(S2)C)C1 (1-[(2R)-2-hydroxy-3-(2-methylbenzothiazol-5-yloxy)propyl]piperidin-4-one). RXN SMILES: [O:1]1[CH2:3][C@@H:2]1[CH2:4][O:5][C:6]1[CH:7]=[CH:8][C:9]2[S:13][C:12]([CH3:14])=[N:11][C:10]=2[CH:15]=1.[NH:16]1[CH2:21][CH2:20][C:19](=[O:22])[CH2:18][CH2:17]1.[Cl-].C(N(C(C)C)CC)(C)C>C(O)C>[OH:1][C@@H:2]([CH2:4][O:5][C:6]1[CH:7]=[CH:8][C:9]2[S:13][C:12]([CH3:14])=[N:11][C:10]=2[CH:15]=1)[CH2:3][N:16]1[CH2:21][CH2:20][C:19](=[O:22])[CH2:18][CH2:17]1. Procedure details: To a solution of 5-[((2R)oxiran-2-yl)methoxy]-2-methylbenzothiazole (2.0 g, 9.25 mmol) and piperidin-4-one, chloride (1.25 g, 9.25 mmol) in ethanol was added diisopropylethylamine (1.6 ml, 9.0 mmol). The mixture was heated to reflux for 16 hours. The solvent was removed and the residue purified by column chromatography (10:1 DCM:MeOH) followed by preparative TLC (10:1 DCM:MeOH) to yield 1-[(2R)-2-hydroxy-3-(2-methylbenzothiazol-5-yloxy)propyl]piperidin-4-one. Starting materials: CCC(CO)(CO)CO (hexaglycerol), CCN=C=NCCCN(C)C.Cl (EDC HCl), hexanoic esters, C(CCCCC)(=O)O (Hexanoic acid), N,N-dimethylaminopyridine, C1CCOC1 (THF). Run at time 1 hour. The product is C(CCCCCCC)C(C(=O)O)CCCCCC.OCC(O)CO.OCC(O)CO.OCC(O)CO.OCC(O)CO.OCC(O)CO.OCC(O)CO (Hexaglycerol Octyloctanoate). RXN SMILES: [CH3:1][CH2:2][C:3]([CH2:8][OH:9])([CH2:6][OH:7])CO.[C:10]([OH:17])(=[O:16])[CH2:11][CH2:12][CH2:13][CH2:14][CH3:15].[CH3:18][CH2:19]N=C=NCCCN(C)C.Cl.[CH2:30]1[CH2:34][O:33][CH2:32][CH2:31]1>>[CH2:12]([CH:11]([CH2:18][CH2:19][CH2:8][CH2:3][CH2:2][CH3:1])[C:10]([OH:17])=[O:16])[CH2:13][CH2:14][CH2:15][CH2:32][CH2:31][CH2:30][CH3:34].[OH:9][CH2:8][CH:3]([CH2:6][OH:7])[OH:33].[OH:9][CH2:8][CH:3]([CH2:6][OH:7])[OH:16].[OH:9][CH2:8][CH:3]([CH2:6][OH:7])[OH:16].[OH:9][CH2:8][CH:3]([CH2:6][OH:7])[OH:16].[OH:9][CH2:8][CH:3]([CH2:6][OH:7])[OH:16].[OH:9][CH2:8][CH:3]([CH2:6][OH:7])[OH:16] |f:2.3,5.6.7.8.9.10.11|. Reported procedure: Into a 250 mL vessel, hexaglycerol (5.0 g, 10.81 mmol) was added and dissolved into anhydrous THF (50 mL). Hexanoic acid (10.84 mL, 86.49 mmol) was also dissolved into the reaction mixture which was stirred magnetically at room temperature for one hour to fully dissolve the reagents. N,N-dimethylaminopyridine (0.132 g, 1.08 mmol) was dissolved in the solution. When the catalysts were fully dissolved, EDC HCl (16.6 g, 86.6 mmol) was pipetted into the vessel and was sealed to keep the reaction dry...